From a dataset of the Open Reaction Database (ORD), a public repository of structured organic reaction records. describe an organic reaction: reactants, conditions, products, and yield Starting materials: CC(=O)N(C)c1ccc(S(=O)(=O)Cl)cc1, C, CC(=O)O, CCO, [H][H], NC1CCN(Cc2ccccc2)CC1, [Pd]. Product: CC(=O)N(C)c1ccc(S(=O)(=O)NC2CCN(Cc3ccccc3)CC2)cc1. As a reaction SMILES: [C:1]([CH3:2])(=[O:3])[N:4]([CH3:5])[c:6]1[cH:7][cH:8][c:9]([S:12](=[O:13])(=[O:14])[Cl:15])[cH:10][cH:11]1.[C:39].[CH3:30][C:31](=[O:32])[OH:33].[CH3:36][CH2:37][OH:38].[H:34][H:35].[NH2:16][CH:17]1[CH2:18][CH2:19][N:20]([CH2:23][c:24]2[cH:25][cH:26][cH:27][cH:28][cH:29]2)[CH2:21][CH2:22]1.[Pd:40]>>[C:1]([CH3:2])(=[O:3])[N:4]([CH3:5])[c:6]1[cH:7][cH:8][c:9]([S:12](=[O:13])(=[O:14])[NH:16][CH:17]2[CH2:18][CH2:19][N:20]([CH2:23][c:24]3[cH:25][cH:26][cH:27][cH:28][cH:29]3)[CH2:21][CH2:22]2)[cH:10][cH:11]1.